describe an organic reaction: reactants, conditions, products, and yield From a dataset of the Open Reaction Database (ORD), a public repository of structured organic reaction records. Starting materials: C(CCC)[Li] (butyl lithium), Br.[Br-].CNCCC[P+](C1=CC=CC=C1)(C1=CC=CC=C1)C1=CC=CC=C1 (3-methylaminopropyltriphenylphosphonium bromide hydrobromide), O (Water), C1=CC=CC=2OCC3=C(C(C21)=O)C=CC=C3 (6,11-dihydrodibenz[b,e]oxepin-11-one). Run in CCCCCCC (heptane), O1CCCC1 (tetrahydrofuran). Reaction conditions: time 30 minute. Yields the product CNCC/C=C/1\C2=CC=CC=C2COC3=CC=CC=C31 (desmethyldoxepin). As a reaction SMILES: Br.[Br-].[CH3:3][NH:4][CH2:5][CH2:6][CH2:7][P+](C1C=CC=CC=1)(C1C=CC=CC=1)C1C=CC=CC=1.C([Li])CCC.[CH:32]1[C:42]2[C:41](=O)[C:40]3[CH:44]=[CH:45][CH:46]=[CH:47][C:39]=3[CH2:38][O:37][C:36]=2[CH:35]=[CH:34][CH:33]=1.O>O1CCCC1.CCCCCCC>[CH3:3][NH:4][CH2:5][CH2:6]/[CH:7]=[C:41]1\[C:40]2[C:39]([CH2:38][O:37][C:36]3[C:42]\1=[CH:32][CH:33]=[CH:34][CH:35]=3)=[CH:47][CH:46]=[CH:45][CH:44]=2 |f:0.1.2|. Reported procedure: Desmethyldoxepin is prepared according to the following method. Anhydrous 3-methylaminopropyltriphenylphosphonium bromide hydrobromide (1530 g) prepared as in U.S. Pat. No. 3,509,175, is suspended in 4.5 L dry tetrahydrofuran and 6.0 moles of butyl lithium in heptane is added during 1 hour. After an additional 30 minutes, 483 g of 6,11-dihydrodibenz[b,e]oxepin-11-one, is added to the deep red solution and the reaction is maintained at reflux for 10 hours. Water, 500 mL, is added at room temperat... Starting materials: Cc1c(Nc2ccc(I)cc2F)c([N+](=O)[O-])c2n(c1=O)CCN2C(=O)OC(C)(C)C, C1CCOC1, [Cl-], [NH4+], O, [Zn]. Product: Cc1c(Nc2ccc(I)cc2F)c(N)c2n(c1=O)CCN2C(=O)OC(C)(C)C. Reaction SMILES: [C:1]([CH3:2])([CH3:3])([CH3:4])[O:5][C:6](=[O:7])[N:8]1[CH2:9][CH2:10][n:11]2[c:12]1[c:13]([N+:28]([O-:29])=[O:30])[c:14]([NH:19][c:20]1[c:21]([F:27])[cH:22][c:23]([I:26])[cH:24][cH:25]1)[c:15]([CH3:18])[c:16]2=[O:17].[CH2:34]1[O:35][CH2:36][CH2:37][CH2:38]1.[Cl-:31].[NH4+:32].[OH2:33].[Zn:39]>>[C:1]([CH3:2])([CH3:3])([CH3:4])[O:5][C:6](=[O:7])[N:8]1[CH2:9][CH2:10][n:11]2[c:12]1[c:13]([NH2:28])[c:14]([NH:19][c:20]1[c:21]([F:27])[cH:22][c:23]([I:26])[cH:24][cH:25]1)[c:15]([CH3:18])[c:16]2=[O:17]. Reactants: C(C1=CC=CC=C1)OC1=C2C(=NC=3C=CC=CC13)O[C@@H]1C[C@H](N(C([C@@H](NC(O[C@]3([C@H](CC/C=C/C2)CCC3)C)=O)C3CCCC3)=O)C1)C(=O)O ((3aR,7S,10S,12R,21E,24aS)-19-(benzyloxy)-7-cyclopentyl-3a-methyl-5,8-dioxo-1,2,3,3a,5,6,7,8,11,12,20,23,24,24a-tetradecahydro-10H-9,12-methanocyclopenta[18,19][1,10,3,6]dioxadiazacyclononadecino[11,12-b]quinoline-10-carboxylic acid), intermediates B7. Reagents/catalysts: [Pd] (Pd/C). Solvent: C(C)(=O)OCC (ethyl acetate). Conditions: time 18 hour. The product is C1(CCCC1)[C@@H]1NC(O[C@]2([C@H](CCCCCC=3C(=NC=4C=CC=CC4C3O)O[C@@H]3C[C@H](N(C1=O)C3)C(=O)O)CCC2)C)=O ((3aR,7S,10S,12R,24aR)-7-cyclopentyl-19-hydroxy-3a-methyl-5,8-dioxo-1,2,3,3a,5,6,7,8,11,12,20,21,22,23,24,24a-hexadecahydro-10H-9,12-methanocyclopenta[18,19][1,10,3,6]dioxadiazacyclononadecino[11,12-b]quinoline-10-carboxylic acid). Isolated yield 94.5%. Reaction SMILES: C([O:8][C:9]1[C:18]2[CH:17]=[CH:16][CH:15]=[CH:14][C:13]=2[N:12]=[C:11]2[O:19][C@H:20]3[CH2:47][N:23]([C:24](=[O:46])[C@H:25]([CH:41]4[CH2:45][CH2:44][CH2:43][CH2:42]4)[NH:26][C:27](=[O:40])[O:28][C@:29]4([CH3:39])[CH2:38][CH2:37][CH2:36][C@H:30]4[CH2:31][CH2:32][CH:33]=[CH:34][CH2:35][C:10]=12)[C@H:22]([C:48]([OH:50])=[O:49])[CH2:21]3)C1C=CC=CC=1>C(OCC)(=O)C.[Pd]>[CH:41]1([C@H:25]2[C:24](=[O:46])[N:23]3[CH2:47][C@@H:20]([CH2:21][C@H:22]3[C:48]([OH:50])=[O:49])[O:19][C:11]3=[N:12][C:13]4[CH:14]=[CH:15][CH:16]=[CH:17][C:18]=4[C:9]([OH:8])=[C:10]3[CH2:35][CH2:34][CH2:33][CH2:32][CH2:31][C@@H:30]3[CH2:36][CH2:37][CH2:38][C@@:29]3([CH3:39])[O:28][C:27](=[O:40])[NH:26]2)[CH2:42][CH2:43][CH2:44][CH2:45]1. Procedure details: To a solution of (3aR,7S,10S,12R,21E,24aS)-19-(benzyloxy)-7-cyclopentyl-3a-methyl-5,8-dioxo-1,2,3,3a,5,6,7,8,11,12,20,23,24,24a-tetradecahydro-10H-9,12-methanocyclopenta[18,19][1,10,3,6]dioxadiazacyclononadecino[11,12-b]quinoline-10-carboxylic acid (synthesized as described in Example 1 with intermediates B7 and C3) (113 mg) in ethyl acetate (5 ml) was added 10% Pd/C (20 mg) and the mixture was stirred for 18 hours under hydrogen atmosphere. After exchanging the atmosphere for nitrogen, the reac... Reactants: CCCCCCCCCCCc1cc2cc(C(=O)OC)ccc2[nH]1, CN(C)C=O, CC(=O)O, [Na+], [OH-], O, O=P(Cl)(Cl)Cl. Yields the product CCCCCCCCCCCc1[nH]c2ccc(C(=O)OC)cc2c1C=O. Reaction SMILES: [CH2:6]([CH2:7][CH2:8][CH2:9][CH2:10][CH2:11][CH2:12][CH2:13][CH2:14][CH2:15][CH3:16])[c:17]1[nH:18][c:19]2[cH:20][cH:21][c:22]([C:26](=[O:27])[O:28][CH3:29])[cH:23][c:24]2[cH:25]1.[CH3:33][N:34]([CH:35]=[O:36])[CH3:37].[CH3:38][C:39](=[O:40])[OH:41].[Na+:32].[OH-:31].[OH2:30].[P:1]([Cl:2])([Cl:3])([Cl:4])=[O:5]>>[CH2:6]([CH2:7][CH2:8][CH2:9][CH2:10][CH2:11][CH2:12][CH2:13][CH2:14][CH2:15][CH3:16])[c:17]1[nH:18][c:19]2[cH:20][cH:21][c:22]([C:26](=[O:27])[O:28][CH3:29])[cH:23][c:24]2[c:25]1[CH:35]=[O:36]. Starting materials: FC(C(=O)O)(F)F.FC=1C(=CC2=C(NC(=N2)C2=NC=CC=C2)C1)C(=N)NO (6-fluoro-N-hydroxy-2-pyridin-2-yl-1H-benzimidazole-5-carboxamidine trifluoroacetate). The reagents and catalysts are [Zn] (Zn). The solvent is C(C)(=O)O (acetic acid). Product: FC=1C(=CC2=C(NC(=N2)C2=NC=CC=C2)C1)C(=N)N (6-fluoro-2-pyridin-2-yl-1H-benzimidazole-5-carboxamidine). Reaction SMILES: FC(F)(F)C(O)=O.[F:8][C:9]1[C:10]([C:24]([NH:26]O)=[NH:25])=[CH:11][C:12]2[N:16]=[C:15]([C:17]3[CH:22]=[CH:21][CH:20]=[CH:19][N:18]=3)[NH:14][C:13]=2[CH:23]=1>[Zn].C(O)(=O)C>[F:8][C:9]1[C:10]([C:24]([NH2:26])=[NH:25])=[CH:11][C:12]2[N:16]=[C:15]([C:17]3[CH:22]=[CH:21][CH:20]=[CH:19][N:18]=3)[NH:14][C:13]=2[CH:23]=1 |f:0.1|. Procedure: A mixture comprising 6-fluoro-N-hydroxy-2-pyridin-2-yl-1H-benzimidazole-5-carboxamidine trifluoroacetate (108 mg, 0.4 mmol), Zn (55 mg, 1.2 mmol) and acetic acid (5 mL) was heated at reflux under nitrogen for 2 hours. The mixture was filtered and concentrated to dryness. The residue was taken up and purified by preparative reverse phase HPLC. The combined pure fractions were lyophilized to provide 6-fluoro-2-pyridin-2-yl-1H-benzimidazole-5-carboxamidine; MS (ESI), Calculated for C13H10FN5 : 255.... Reactants: Cc1cc(CO)ccc1Br, ClCCl. Yields the product Cc1cc(C=O)ccc1Br. Reaction SMILES: [Br:1][c:2]1[c:3]([CH3:10])[cH:4][c:5]([CH2:8][OH:9])[cH:6][cH:7]1.[Cl:11][CH2:12][Cl:13]>>[Br:1][c:2]1[c:3]([CH3:10])[cH:4][c:5]([CH:8]=[O:9])[cH:6][cH:7]1. Starting materials: COC1=C(C=O)C(=CN=C1)OC (3,5-dimethoxyisonicotinaldehyde), [Al+3].[Cl-].[Cl-].[Cl-] (AlCl3), ice. Run in C(Cl)Cl (DCM). The product is OC1=C(C=O)C(=CN=C1)OC (3-hydroxy-5-methoxyisonicotinaldehyde). The yield is 17.0%. RXN SMILES: C[O:2][C:3]1[CH:10]=[N:9][CH:8]=[C:7]([O:11][CH3:12])[C:4]=1[CH:5]=[O:6].[Al+3].[Cl-].[Cl-].[Cl-]>C(Cl)Cl>[OH:2][C:3]1[CH:10]=[N:9][CH:8]=[C:7]([O:11][CH3:12])[C:4]=1[CH:5]=[O:6] |f:1.2.3.4|. Procedure: To a solution of 3,5-dimethoxyisonicotinaldehyde (2.7 g, 16.16 mmol, 1 eq.) in DCM (100 mL) was added AlCl3 (4.31 g, 32.32 mmol, 2.0 eq.) at rt. The mixture was reflux O/N, cooled to rt, and added into ice (200 g). The aqueous layer was extracted with DCM three times. The combined organic layers were dried over Na2SO4, concentrated, and purified on silica gel using a mixture of EtOAc and hexanes as eluent to give 3-hydroxy-5-methoxyisonicotinaldehyde (420 mg, 17%) as an off-white solid. 1H NMR (... The reactants are OB(O)c2ccco2 (effective_coupling_partner), CC(C)(C)C(=O)Oc2c1ccccc1cc3ccccc23 (substrate). Reagents/catalysts: PCy3. Conditions: temperature 120 celsius, time 24 hour. The product is c4ccc3c(c1ccco1)c2ccccc2cc3c4. The reactants are C(C=C)S (allylmercaptan), [Na] (sodium), C(CCC)OC=1N=NC(=CC1)Cl (3-(n-butoxy)-6-chloropyridazine). Solvent: CO (methanol). Yields the product C(CCC)OC=1N=NC(=CC1)SCC=C (3-(n-butoxy)-6-allylthiopyridazine). As a reaction SMILES: [Na].[CH2:2]([SH:5])[CH:3]=[CH2:4].[CH2:6]([O:10][C:11]1[N:12]=[N:13][C:14](Cl)=[CH:15][CH:16]=1)[CH2:7][CH2:8][CH3:9]>CO>[CH2:6]([O:10][C:11]1[N:12]=[N:13][C:14]([S:5][CH2:2][CH:3]=[CH2:4])=[CH:15][CH:16]=1)[CH2:7][CH2:8][CH3:9] |^1:0|. Procedure details: 1.15 g(0.05 mol) of metallic sodium was dissolved in 75 ml of absolute methanol and then mixed with 4.98 ml(0.05 mol) of allylmercaptan. To this mixture was added 9.33 g(0.05 mol) of 3-(n-butoxy)-6-chloropyridazine. The reaction solution was refluxed for 24 hours and then treated according to the same manner as Example 1 to obtain the title compound as a pale yellow oil.